From a dataset of the Open Reaction Database (ORD), a public repository of structured organic reaction records. describe an organic reaction: reactants, conditions, products, and yield Reactants: O1C(=NC2=C1C=CC=C2)C2=CC(=C(C=C2)C2(CCC2)C#N)OC (1-[4-(1,3-benzoxazol-2-yl)-2-methoxyphenyl]cyclobutanecarbonitrile), O1C(=NC2=C1C=CC=C2)C2=CC(=C(C#N)C=C2)OC (4-(1,3-benzoxazol-2-yl)-2-methoxybenzonitrile), BrCCCCCBr (1,5-dibromopentane). Yields the product O1C(=NC2=C1C=CC=C2)C2=CC(=C(C=C2)C2(CCCCC2)C#N)OC (1-[4-(1,3-benzoxazol-2-yl)-2-methoxyphenyl]cyclohexanecarbonitrile). As a reaction SMILES: [O:1]1[C:5]2[CH:6]=[CH:7][CH:8]=[CH:9][C:4]=2[N:3]=[C:2]1[C:10]1[CH:15]=[CH:14][C:13]([C:16]2([C:20]#[N:21])[CH2:19][CH2:18][CH2:17]2)=[C:12]([O:22][CH3:23])[CH:11]=1.O1C2C=CC=CC=2N=[C:25]1[C:33]1C=CC(C#N)=C(OC)C=1.BrCCCCCBr>>[O:1]1[C:5]2[CH:6]=[CH:7][CH:8]=[CH:9][C:4]=2[N:3]=[C:2]1[C:10]1[CH:15]=[CH:14][C:13]([C:16]2([C:20]#[N:21])[CH2:17][CH2:18][CH2:19][CH2:33][CH2:25]2)=[C:12]([O:22][CH3:23])[CH:11]=1. Procedure: Utilizing the general procedure outlined for the synthesis of 1-[4-(1,3-benzoxazol-2-yl)-2-methoxyphenyl]cyclobutanecarbonitrile, 4-(1,3-benzoxazol-2-yl)-2-methoxybenzonitrile (250 mg, 0.95 mmol) was reacted with 1,5-dibromopentane (160 μL, 1.1 mmol) to afford the desired 1-[4-(1,3-benzoxazol-2-yl)-2-methoxyphenyl]cyclohexanecarbonitrile as a colorless solid: 1H NMR (CDCl3, 300 MHz) δ 7.83–7.75 (m, 3H), 7.59–7.56 (m, 1H) 7.45–7.43 (d, 1H), 7.38–7.34 (m, 2H), 4.04 (s, 3H), 2.41–2.38 (d, 2H), 1.92...